The task is: describe an organic reaction: reactants, conditions, products, and yield. This data is from the Open Reaction Database (ORD), a public repository of structured organic reaction records. Reactants: [B-][N+](C)(C)C (borane-trimethylamine complex), solution, C(C)(C)(C)C1=CC(=C(C(=O)O)C=C1)OC1CCN(CC1)C(=O)OC(C)(C)C (4-(tert-butyl)-2-(1-Boc-piperidine-4-yloxy)benzoic acid), [B-][N+](C)(C)C (borane-trimethylamine complex), solution. The solvent is O1CCCC1 (tetrahydrofuran), O1CCCC1 (tetrahydrofuran), O1CCCC1 (tetrahydrofuran), O1CCCC1 (tetrahydrofuran). Conditions: time 4 hour. The product is C(C)(C)(C)C1=CC(=C(CO)C=C1)OC1CCN(CC1)C(=O)OC(C)(C)C (4-(tert-Butyl)-2-(1-Boc-piperidin-4-yloxy)benzyl alcohol). Reaction SMILES: [B-][N+](C)(C)C.[C:6]([C:10]1[CH:18]=[CH:17][C:13]([C:14](O)=[O:15])=[C:12]([O:19][CH:20]2[CH2:25][CH2:24][N:23]([C:26]([O:28][C:29]([CH3:32])([CH3:31])[CH3:30])=[O:27])[CH2:22][CH2:21]2)[CH:11]=1)([CH3:9])([CH3:8])[CH3:7]>O1CCCC1>[C:6]([C:10]1[CH:18]=[CH:17][C:13]([CH2:14][OH:15])=[C:12]([O:19][CH:20]2[CH2:21][CH2:22][N:23]([C:26]([O:28][C:29]([CH3:32])([CH3:31])[CH3:30])=[O:27])[CH2:24][CH2:25]2)[CH:11]=1)([CH3:9])([CH3:7])[CH3:8]. Procedure: To a solution of borane-trimethylamine complex (1.35 mL of a 1 M solution in tetrahydrofuran) in tetrahydrofuran (3 mL) stirring at 0° C., a solution of 4-(tert-butyl)-2-(1-Boc-piperidine-4-yloxy)benzoic acid (0.51 g, 1.35 mmol) in tetrahydrofuran (7 mL) was added slowly via cannula. After the addition was complete the reaction mixture was stirred at room temperature for 4 h, then an additional amount of borane-trimethylamine complex was added (1.35 mL of a 1 M solution in tetrahydrofuran). The ... Reactants: C(CCCCCCCCCCCCCCC)SCC(CO)OC1=NOC=C1 (3-Hexadecylthio-2-(3-isoxazolyloxy)propanol), C(CCCCCCCCCCCCCCC)SCC(CN)OC (3-hexadecylthio-2-methoxypropylamine), C1(C=2C(C(N1)=O)=CC=CC2)=O (phthalimide). Yields the product C(CCCCCCCCCCCCCCC)SCC(CN)OC1=NOC=C1 (3-hexadecylthio-2-(3-isoxazolyloxy)propylamine). Reaction SMILES: [CH2:1]([S:17][CH2:18][CH:19]([O:22][C:23]1[CH:27]=[CH:26][O:25][N:24]=1)[CH2:20]O)[CH2:2][CH2:3][CH2:4][CH2:5][CH2:6][CH2:7][CH2:8][CH2:9][CH2:10][CH2:11][CH2:12][CH2:13][CH2:14][CH2:15][CH3:16].C(SCC(OC)C[NH2:48])CCCCCCCCCCCCCCC.C1(=O)NC(=O)C2=CC=CC=C12>>[CH2:1]([S:17][CH2:18][CH:19]([O:22][C:23]1[CH:27]=[CH:26][O:25][N:24]=1)[CH2:20][NH2:48])[CH2:2][CH2:3][CH2:4][CH2:5][CH2:6][CH2:7][CH2:8][CH2:9][CH2:10][CH2:11][CH2:12][CH2:13][CH2:14][CH2:15][CH3:16]. Procedure details: 3-Hexadecylthio-2-(3-isoxazolyloxy)propanol Vj1 is allowed to react and worked up by the same procedure as described in (3). The phthalimide compound: m.p. 73°-74° C. The summary of the experimental condition and the physical data of the product are listed in Tables 5 and 6. Reactants: C(CCC)#N (butyronitrile), C(CCC)#N (butyronitrile), [Al+3].[Cl-].[Cl-].[Cl-] (AlCl3), ClC1=CC=C(N)C=C1 (4-chloroaniline), ClC1=CC=C(N)C=C1 (4-chloroaniline). Run in O (water), C1(=CC=CC=C1)C (toluene). Reaction conditions: temperature 115 celsius, time 5 hour. The product is ClC1=CC=C(C=C1)NC(CCC)=N (N-(4-chlorophenyl)butyrimidamide). Reaction SMILES: [C:1](#[N:5])[CH2:2][CH2:3][CH3:4].[Al+3].[Cl-].[Cl-].[Cl-].[Cl:10][C:11]1[CH:17]=[CH:16][C:14]([NH2:15])=[CH:13][CH:12]=1>C1(C)C=CC=CC=1.O>[Cl:10][C:11]1[CH:17]=[CH:16][C:14]([NH:15][C:1](=[NH:5])[CH2:2][CH2:3][CH3:4])=[CH:13][CH:12]=1 |f:1.2.3.4|. Reported procedure: To a solution of butyronitrile (compound 2, 7.5 mL, 86.2 mmol), AlCl3 in toluene was added 4-chloroaniline (compound 1, 10.0 g, 78.4 mmol). The reaction mixture was stirred at 115° C. for 5 hrs. The mixture was diluted with water (200 mL) and extracted with EtOAc (200 mL) The aqueous layer was neutralized with saturated NaHCO3 (500 mL) and extracted with EtOAc (300 mL×2). The organic layer was dried over anhydrous MgSO4, filtered and concentrated in vacuo. The obtained product (9.2 g, pale brown... Reactants: CCCC[N+](CCCC)(CCCC)CCCC, CS(C)=O, Cc1ccc(S(=O)(=O)OCC2(F)CCN(C(=O)c3ccc(F)c(Cl)c3)CC2)cc1, [N-]=[N+]=[N-], [N-]=[N+]=[N-], [Na+], O. Yields the product [N-]=[N+]=NCC1(F)CCN(C(=O)c2ccc(F)c(Cl)c2)CC1. RXN SMILES: [CH2:37]([N+:38]([CH2:39][CH2:40][CH2:41][CH3:42])([CH2:43][CH2:44][CH2:45][CH3:46])[CH2:47][CH2:48][CH2:49][CH3:50])[CH2:51][CH2:52][CH3:53].[CH3:55][S:56](=[O:57])[CH3:58].[Cl:1][c:2]1[cH:3][c:4]([C:5](=[O:6])[N:7]2[CH2:8][CH2:9][C:10]([F:13])([CH2:14][O:15][S:16]([c:17]3[cH:18][cH:19][c:20]([CH3:21])[cH:22][cH:23]3)(=[O:24])=[O:25])[CH2:11][CH2:12]2)[cH:26][cH:27][c:28]1[F:29].[N-:31]=[N+:32]=[N-:33].[N-:34]=[N+:35]=[N-:36].[Na+:30].[OH2:54]>>[Cl:1][c:2]1[cH:3][c:4]([C:5](=[O:6])[N:7]2[CH2:8][CH2:9][C:10]([F:13])([CH2:14][N:31]=[N+:32]=[N-:33])[CH2:11][CH2:12]2)[cH:26][cH:27][c:28]1[F:29]. The reactants are O=C([O-])O, CCOCCO, COc1cc2c(Cl)c(C#N)cnc2cc1OCCCCl, Nc1ccc(Cl)cc1F, Cl, [Na+], c1ccncc1. Yields the product COc1cc2c(Nc3ccc(Cl)cc3F)c(C#N)cnc2cc1OCCCCl. RXN SMILES: [C:37](=[O:38])([OH:39])[O-:40].[CH3:42][CH2:43][O:44][CH2:45][CH2:46][OH:47].[Cl:1][CH2:2][CH2:3][CH2:4][O:5][c:6]1[c:7]([O:19][CH3:20])[cH:8][c:9]2[c:10]([Cl:18])[c:11]([C:16]#[N:17])[cH:12][n:13][c:14]2[cH:15]1.[Cl:21][c:22]1[cH:23][c:24]([F:29])[c:25]([NH2:26])[cH:27][cH:28]1.[ClH:30].[Na+:41].[n:31]1[cH:32][cH:33][cH:34][cH:35][cH:36]1>>[Cl:1][CH2:2][CH2:3][CH2:4][O:5][c:6]1[c:7]([O:19][CH3:20])[cH:8][c:9]2[c:10]([NH:26][c:25]3[c:24]([F:29])[cH:23][c:22]([Cl:21])[cH:28][cH:27]3)[c:11]([C:16]#[N:17])[cH:12][n:13][c:14]2[cH:15]1. Starting materials: NC(C(O)C1=CC=CC=C1)CCC(C)C ((1RS,2SR)-2-amino-5-methyl-1-phenylhexan-1-ol), ClCCCN1CCCCC1 (1-(3-chloropropyl)piperidine), Cl (hydrochloric acid). The solvent is C(C)O (ethanol). The product is Cl.Cl.CC(CCC(C(O)C1=CC=CC=C1)NCCCN1CCCCC1)C ((1RS,2SR)-5-Methyl-1-phenyl-2-(3-piperidinopropylamino)hexan-1-ol dihydrochloride). The yield is 33.0%. RXN SMILES: [NH2:1][CH:2]([CH2:11][CH2:12][CH:13]([CH3:15])[CH3:14])[CH:3]([C:5]1[CH:10]=[CH:9][CH:8]=[CH:7][CH:6]=1)[OH:4].[Cl:16][CH2:17][CH2:18][CH2:19][N:20]1[CH2:25][CH2:24][CH2:23][CH2:22][CH2:21]1.[ClH:26]>C(O)C>[ClH:16].[ClH:26].[CH3:14][CH:13]([CH3:15])[CH2:12][CH2:11][CH:2]([NH:1][CH2:17][CH2:18][CH2:19][N:20]1[CH2:25][CH2:24][CH2:23][CH2:22][CH2:21]1)[CH:3]([C:5]1[CH:10]=[CH:9][CH:8]=[CH:7][CH:6]=1)[OH:4] |f:4.5.6|. Reported procedure: A mixture of (1RS,2SR)-2-amino-5-methyl-1-phenylhexan-1-ol (415 mg, 2 mmol) and 1-(3-chloropropyl)piperidine (324 mg, 2 mmol) was melted at 70° C. in a nitrogen atmosphere. The mixture was heated at 110° to 120° C. for 3 hours. After being cooled, the reaction mixture was dissolved with heating in ethanol, followed by addition of concentrated hydrochloric acid (0.2 ml). After the mixture was cooled, precipitated crystals were collected by filtration and washed with ethanol. The crystals were rec... The reactants are C(C)(C)(C)OC(CC(CCC1=CC(=CC=C1)OCC1=CC=CC=C1)(O)C1CCCC1)=O (5-(3-benzyloxy-phenyl)-3-cyclopentyl-3-hydroxy-pentanoic acid tert-butyl ester), [OH-].[Li+] (Lithium hydroxide). Run in CO (methanol), O (H2O). Yields the product C(C1=CC=CC=C1)OC=1C=C(C=CC1)CCC(CC(=O)O)(O)C1CCCC1 (5-(3-Benzyloxy-phenyl)-3-cyclopentyl-3-hydroxy-pentanoic acid). As a reaction SMILES: C([O:5][C:6](=[O:31])[CH2:7][C:8]([CH:26]1[CH2:30][CH2:29][CH2:28][CH2:27]1)([OH:25])[CH2:9][CH2:10][C:11]1[CH:16]=[CH:15][CH:14]=[C:13]([O:17][CH2:18][C:19]2[CH:24]=[CH:23][CH:22]=[CH:21][CH:20]=2)[CH:12]=1)(C)(C)C.[OH-].[Li+]>CO.O>[CH2:18]([O:17][C:13]1[CH:12]=[C:11]([CH2:10][CH2:9][C:8]([CH:26]2[CH2:30][CH2:29][CH2:28][CH2:27]2)([OH:25])[CH2:7][C:6]([OH:31])=[O:5])[CH:16]=[CH:15][CH:14]=1)[C:19]1[CH:24]=[CH:23][CH:22]=[CH:21][CH:20]=1 |f:1.2|. Reported procedure: The title compound was prepared by dissolving (S) 5-(3-benzyloxy-phenyl)-3-cyclopentyl-3-hydroxy-pentanoic acid tert-butyl ester (1.6 g, 3.8 mmol) from Example CCCCC in methanol (20 mL). Lithium hydroxide (0.32 g, 7.6 mmol) in H2O (5 mL) was added and the reaction heated to reflux overnight, cooled and pumped to dryness under vacuum. The product was partitioned between H2O and Et2O. The aqueous layer was decanted, acidified with 1N HCl and extracted with EtOAc. The organic phase was dried (MgSO4...